Dataset: the Open Reaction Database (ORD), a public repository of structured organic reaction records. Task: describe an organic reaction: reactants, conditions, products, and yield Procedure details: 25.0 mg (0.100 mmol) 95% sodium hydride were given to a solution of 216 mg (0.100 mmol) 4-(4-[Imidazol-1-yl]-butyl)-phenol in 5.0 ml DMF and stirred for 15 min. 346 mg (0.100 mmol) 4-chloromethyl-2-[2-(4-pentafluorosulfanyl-phenyl)-vinyl]-oxazole were added and stirring continued overnight. After addition of 10 ml water the resulting precipitate was isolated and washed with 2×10 ml water, 2×10 ml methanol and with diethyl ether. Yield 411 mg (78%). MS: M=526.2 (ESI+) As a reaction SMILES: [H-].[Na+].[N:3]1([CH2:8][CH2:9][CH2:10][CH2:11][C:12]2[CH:17]=[CH:16][C:15]([OH:18])=[CH:14][CH:13]=2)[CH:7]=[CH:6][N:5]=[CH:4]1.Cl[CH2:20][C:21]1[N:22]=[C:23]([CH:26]=[CH:27][C:28]2[CH:33]=[CH:32][C:31]([S:34]([F:39])([F:38])([F:37])([F:36])[F:35])=[CH:30][CH:29]=2)[O:24][CH:25]=1.O>CN(C=O)C>[N:3]1([CH2:8][CH2:9][CH2:10][CH2:11][C:12]2[CH:13]=[CH:14][C:15]([O:18][CH2:20][C:21]3[N:22]=[C:23]([CH:26]=[CH:27][C:28]4[CH:29]=[CH:30][C:31]([S:34]([F:39])([F:35])([F:36])([F:37])[F:38])=[CH:32][CH:33]=4)[O:24][CH:25]=3)=[CH:16][CH:17]=2)[CH:7]=[CH:6][N:5]=[CH:4]1 |f:0.1|. Conditions: time 15 minute. The reactants are [H-].[Na+] (sodium hydride), O (water), N1(C=NC=C1)CCCCC1=CC=C(C=C1)O (4-(4-[Imidazol-1-yl]-butyl)-phenol), ClCC=1N=C(OC1)C=CC1=CC=C(C=C1)S(F)(F)(F)(F)F (4-chloromethyl-2-[2-(4-pentafluorosulfanyl-phenyl)-vinyl]-oxazole). The product is N1(C=NC=C1)CCCCC1=CC=C(OCC=2N=C(OC2)C=CC2=CC=C(C=C2)S(F)(F)(F)(F)F)C=C1 (4-[4-(4-Imidazol-1-yl-butyl)-phenoxymethyl]-2-[2-(4-pentafluorosulfanyl-phenyl)-vinyl]-oxazole). Run in CN(C)C=O (DMF). Starting materials: CCN(C(C)C)C(C)C (DIPEA), ClC=1C=CC=2N(N1)C(=NN2)C(F)(F)F (6-chloro-3-(trifluoromethyl)-[1,2,4]triazolo[4,3-b]pyridazine), Cl.N1CCC(CC1)C1=CC=C(C=C1)O (4-(piperidin-4-yl)phenol hydrochloride). Solvent: CN(C)C=O (DMF). Reaction conditions: temperature 80 celsius, time 1 hour. The product is FC(C1=NN=C2N1N=C(C=C2)N2CCC(CC2)C2=CC=C(C=C2)O)(F)F (4-[1-[3-(trifluoromethyl)[1,2,4]triazolo[4,3-b]pyridazin-6-yl]piperidin-4-yl]phenol). Isolated yield 91.7%. As a reaction SMILES: CCN(C(C)C)C(C)C.Cl[C:11]1[CH:12]=[CH:13][C:14]2[N:15]([C:17]([C:20]([F:23])([F:22])[F:21])=[N:18][N:19]=2)[N:16]=1.Cl.[NH:25]1[CH2:30][CH2:29][CH:28]([C:31]2[CH:36]=[CH:35][C:34]([OH:37])=[CH:33][CH:32]=2)[CH2:27][CH2:26]1>CN(C=O)C>[F:21][C:20]([F:23])([F:22])[C:17]1[N:15]2[N:16]=[C:11]([N:25]3[CH2:30][CH2:29][CH:28]([C:31]4[CH:32]=[CH:33][C:34]([OH:37])=[CH:35][CH:36]=4)[CH2:27][CH2:26]3)[CH:12]=[CH:13][C:14]2=[N:19][N:18]=1 |f:2.3|. Procedure: DIPEA (5.84 mL, 33.54 mmol) was added to 6-chloro-3-(trifluoromethyl)-[1,2,4]triazolo[4,3-b]pyridazine (2.99 g, 13.41 mmol) and 4-(piperidin-4-yl)phenol hydrochloride (CAS 263139-27-1, 3.01 g, 14.08 mmol) in DMF (30 mL). The resulting solution was stirred at 80° C. for 1 hour. The mixture was cooled to room temperature, evaporated to dryness and re-dissolved in DCM (200 mL). The solution was washed with water (200 mL) and saturated brine (200 mL), dried over MgSO4 and evaporated to afford crude ... Starting materials: CN1CCCC1=O, CCOC(C)=O, Cc1cc(F)ccc1-c1nc(S(C)(=O)=O)nc2c1CNC(=O)N2c1c(F)cccc1F, NC(CO)CO. Product: Cc1cc(F)ccc1-c1nc(NC(CO)CO)nc2c1CNC(=O)N2c1c(F)cccc1F. RXN SMILES: [CH3:38][N:39]1[CH2:40][CH2:41][CH2:42][C:43]1=[O:44].[CH3:45][CH2:46][O:47][C:48]([CH3:49])=[O:50].[F:1][c:2]1[c:3]([N:9]2[C:10](=[O:31])[NH:11][CH2:12][c:13]3[c:14]2[n:15][c:16]([S:27]([CH3:28])(=[O:29])=[O:30])[n:17][c:18]3-[c:19]2[c:20]([CH3:26])[cH:21][c:22]([F:25])[cH:23][cH:24]2)[c:4]([F:8])[cH:5][cH:6][cH:7]1.[NH2:32][CH:33]([CH2:34][OH:35])[CH2:36][OH:37]>>[F:1][c:2]1[c:3]([N:9]2[C:10](=[O:31])[NH:11][CH2:12][c:13]3[c:14]2[n:15][c:16]([NH:32][CH:33]([CH2:34][OH:35])[CH2:36][OH:37])[n:17][c:18]3-[c:19]2[c:20]([CH3:26])[cH:21][c:22]([F:25])[cH:23][cH:24]2)[c:4]([F:8])[cH:5][cH:6][cH:7]1. Starting materials: Clc1ncc(Br)c(Cl)n1, C1CCOC1, N. Yields the product Nc1nc(Cl)ncc1Br. Reaction SMILES: [Br:1][c:2]1[c:3]([Cl:9])[n:4][c:5]([Cl:8])[n:6][cH:7]1.[CH2:11]1[O:12][CH2:13][CH2:14][CH2:15]1.[NH3:10]>>[Br:1][c:2]1[c:3]([NH2:10])[n:4][c:5]([Cl:8])[n:6][cH:7]1. The reactants are BrCC(C(CSC1=CC=C(C=C1)Cl)(C)C)=O (1-bromo-4-(4-chlorophenylsulphenyl)-3,3-dimethylbutan-2-one), N1C=NC=C1 (imidazole), C([O-])([O-])=O.[K+].[K+] (potassium carbonate). RXN SMILES: Br[CH2:2][C:3](=[O:16])[C:4]([CH3:15])([CH3:14])[CH2:5][S:6][C:7]1[CH:12]=[CH:11][C:10]([Cl:13])=[CH:9][CH:8]=1.[NH:17]1[CH:21]=[CH:20][N:19]=[CH:18]1.C(=O)([O-])[O-].[K+].[K+]>CC(C)=O>[Cl:13][C:10]1[CH:11]=[CH:12][C:7]([S:6][CH2:5][C:4]([CH3:15])([CH3:14])[C:3](=[O:16])[CH2:2][N:17]2[CH:21]=[CH:20][N:19]=[CH:18]2)=[CH:8][CH:9]=1 |f:2.3.4|. Run in CC(=O)C (acetone). The product is ClC1=CC=C(C=C1)SCC(C(CN1C=NC=C1)=O)(C)C (4-(4-chlorophenylsulphenyl)-3,3-dimethyl-1-(imidazol-1-yl)-butan-2-one). Yield: 81.7%. Procedure details: 199 g (0.618 mol) of 1-bromo-4-(4-chlorophenylsulphenyl)-3,3-dimethylbutan-2-one, 120 g (1.76 mols) of imidazole and 243.5 g (1.76 mols) of potassium carbonate in 3 liters of acetone are stirred under reflux for 5 hours. The mixture is then allowed to cool, the inorganic salts are filtered off with suction, and the filtrate is concentrated. The residue is taken up in methylene chloride, washed three times with water, dried over sodium sulphate, and concentrated. Recrystallizing from diisopropyl ...